From a dataset of the Open Reaction Database (ORD), a public repository of structured organic reaction records. describe an organic reaction: reactants, conditions, products, and yield Reactants: OBO, FC(F)(F)c1ccc(-c2cc(C(F)(F)F)cc(Br)n2)cc1, Brc1ccccc1. Yields the product FC(F)(F)c1ccc(-c2cc(C(F)(F)F)cc(-c3cccc(Br)c3)n2)cc1. Reaction SMILES: [BH:22]([OH:23])[OH:24].[Br:1][c:2]1[n:3][c:4](-[c:12]2[cH:13][cH:14][c:15]([C:18]([F:19])([F:20])[F:21])[cH:16][cH:17]2)[cH:5][c:6]([C:8]([F:9])([F:10])[F:11])[cH:7]1.[Br:25][c:26]1[cH:27][cH:28][cH:29][cH:30][cH:31]1>>[c:2]1(-[c:30]2[cH:29][cH:28][cH:27][c:26]([Br:25])[cH:31]2)[n:3][c:4](-[c:12]2[cH:13][cH:14][c:15]([C:18]([F:19])([F:20])[F:21])[cH:16][cH:17]2)[cH:5][c:6]([C:8]([F:9])([F:10])[F:11])[cH:7]1. The reactants are C(C)(C)(C)OC(=O)N1C[C@@H]([C@H](CC1)C1=CC=C(C=C1)OCCCOCC(F)(F)F)OCC1=CC=C2CCCN(C2=C1)CCCO ((3R,4R)-3-[1-(3-hydroxy-propyl)-1,2,3,4-tetrahydro-quinolin-7-ylmethoxy]-4-[4-[3-(2,2,2-trifluoro-ethoxy)-propoxy]-phenyl]-piperidine-1-carboxylic acid tert-butyl ester), CS(=O)(=O)Cl (methanesulfonyl chloride). Product: C(C)(C)(C)OC(=O)N1C[C@@H]([C@H](CC1)C1=CC=C(C=C1)OCCCOCC(F)(F)F)OCC1=CC=C2CCCN(C2=C1)CCCOS(=O)(=O)C ((3R,4R)-3-[1-(3-methanesulfonyloxy-propyl)-1,2,3,4-tetrahydro-quinolin-7-ylmethoxy]-4-[4-[3-(2,2,2-trifluoro-ethoxy)-propoxy]-phenyl]-piperidine-1-carboxylic acid tert-butyl ester). As a reaction SMILES: [C:1]([O:5][C:6]([N:8]1[CH2:13][CH2:12][C@H:11]([C:14]2[CH:19]=[CH:18][C:17]([O:20][CH2:21][CH2:22][CH2:23][O:24][CH2:25][C:26]([F:29])([F:28])[F:27])=[CH:16][CH:15]=2)[C@@H:10]([O:30][CH2:31][C:32]2[CH:41]=[C:40]3[C:35]([CH2:36][CH2:37][CH2:38][N:39]3[CH2:42][CH2:43][CH2:44][OH:45])=[CH:34][CH:33]=2)[CH2:9]1)=[O:7])([CH3:4])([CH3:3])[CH3:2].[CH3:46][S:47](Cl)(=[O:49])=[O:48]>>[C:1]([O:5][C:6]([N:8]1[CH2:13][CH2:12][C@H:11]([C:14]2[CH:15]=[CH:16][C:17]([O:20][CH2:21][CH2:22][CH2:23][O:24][CH2:25][C:26]([F:27])([F:29])[F:28])=[CH:18][CH:19]=2)[C@@H:10]([O:30][CH2:31][C:32]2[CH:41]=[C:40]3[C:35]([CH2:36][CH2:37][CH2:38][N:39]3[CH2:42][CH2:43][CH2:44][O:45][S:47]([CH3:46])(=[O:49])=[O:48])=[CH:34][CH:33]=2)[CH2:9]1)=[O:7])([CH3:4])([CH3:3])[CH3:2]. Procedure: In analogy to the procedure described in example 8(b), the (3R,4R)-3-[1-(3-hydroxy-propyl)-1,2,3,4-tetrahydro-quinolin-7-ylmethoxy]-4-[4-[3-(2,2,2-trifluoro-ethoxy)-propoxy]-phenyl]-piperidine-1-carboxylic acid tert-butyl ester was reacted with methanesulfonyl chloride to yield the (3R,4R)-3-[1-(3-methanesulfonyloxy-propyl)-1,2,3,4-tetrahydro-quinolin-7-ylmethoxy]-4-[4-[3-(2,2,2-trifluoro-ethoxy)-propoxy]-phenyl]-piperidine-1-carboxylic acid tert-butyl ester which was used without further purifi... The reactants are COC(=O)C(C)(C)Oc1ccc(Cl)c2nc(OC(F)F)c(Cc3ccc(Cl)cc3)c(C)c12, [Li+], C1CCOC1, [OH-]. The product is Cc1c(Cc2ccc(Cl)cc2)c(OC(F)F)nc2c(Cl)ccc(OC(C)(C)C(=O)O)c12. RXN SMILES: [CH3:1][O:2][C:3]([C:4]([CH3:5])([CH3:6])[O:7][c:8]1[c:9]2[c:10]([CH3:31])[c:11]([CH2:23][c:24]3[cH:25][cH:26][c:27]([Cl:30])[cH:28][cH:29]3)[c:12]([O:19][CH:20]([F:21])[F:22])[n:13][c:14]2[c:15]([Cl:18])[cH:16][cH:17]1)=[O:32].[Li+:33].[O:35]1[CH2:36][CH2:37][CH2:38][CH2:39]1.[OH-:34]>>[O:2]=[C:3]([C:4]([CH3:5])([CH3:6])[O:7][c:8]1[c:9]2[c:10]([CH3:31])[c:11]([CH2:23][c:24]3[cH:25][cH:26][c:27]([Cl:30])[cH:28][cH:29]3)[c:12]([O:19][CH:20]([F:21])[F:22])[n:13][c:14]2[c:15]([Cl:18])[cH:16][cH:17]1)[OH:32].